Task: describe an organic reaction: reactants, conditions, products, and yield. Dataset: the Open Reaction Database (ORD), a public repository of structured organic reaction records Reactants: CCOC(=O)COc1ccc(Sc2cc(C#CCN3CCOCC3)cc(OCc3ccc(F)cc3)c2)cc1C, CCO, Cl, [Na+], [OH-]. Product: Cc1cc(Sc2cc(C#CCN3CCOCC3)cc(OCc3ccc(F)cc3)c2)ccc1OCC(=O)O. As a reaction SMILES: [CH2:1]([CH3:2])[O:3][C:4]([CH2:5][O:6][c:7]1[c:8]([CH3:38])[cH:9][c:10]([S:13][c:14]2[cH:15][c:16]([O:29][CH2:30][c:31]3[cH:32][cH:33][c:34]([F:37])[cH:35][cH:36]3)[cH:17][c:18]([C:20]#[C:21][CH2:22][N:23]3[CH2:24][CH2:25][O:26][CH2:27][CH2:28]3)[cH:19]2)[cH:11][cH:12]1)=[O:39].[CH3:43][CH2:44][OH:45].[ClH:42].[Na+:41].[OH-:40]>>[O:3]=[C:4]([CH2:5][O:6][c:7]1[c:8]([CH3:38])[cH:9][c:10]([S:13][c:14]2[cH:15][c:16]([O:29][CH2:30][c:31]3[cH:32][cH:33][c:34]([F:37])[cH:35][cH:36]3)[cH:17][c:18]([C:20]#[C:21][CH2:22][N:23]3[CH2:24][CH2:25][O:26][CH2:27][CH2:28]3)[cH:19]2)[cH:11][cH:12]1)[OH:39]. Starting materials: COC(=O)C1=NN(C=C1NC(=O)C1=NC(=CC=C1NC=1C=NC=NC1)C1CC1)C (4-{[6-Cyclopropyl-3-(pyrimidin-5-ylamino)-pyridine-2-carbonyl]-amino}-1-methyl-1H-pyrazole-3-carboxylic acid methyl ester), [OH-].[Na+] (NaOH). Solvent: CO (MeOH), O (water). Conditions: time 12 hour. Product: C1(CC1)C1=CC=C(C(=N1)C(=O)NC=1C(=NN(C1)C)C(=O)O)NC=1C=NC=NC1 (4-{[6-Cyclopropyl-3-(pyrimidin-5-ylamino)-pyridine-2-carbonyl]-amino}-1-methyl-1H-pyrazole-3-carboxylic acid). Yield: 49.3%. As a reaction SMILES: C[O:2][C:3]([C:5]1[C:9]([NH:10][C:11]([C:13]2[C:18]([NH:19][C:20]3[CH:21]=[N:22][CH:23]=[N:24][CH:25]=3)=[CH:17][CH:16]=[C:15]([CH:26]3[CH2:28][CH2:27]3)[N:14]=2)=[O:12])=[CH:8][N:7]([CH3:29])[N:6]=1)=[O:4].[OH-].[Na+]>CO.O>[CH:26]1([C:15]2[N:14]=[C:13]([C:11]([NH:10][C:9]3[C:5]([C:3]([OH:4])=[O:2])=[N:6][N:7]([CH3:29])[CH:8]=3)=[O:12])[C:18]([NH:19][C:20]3[CH:25]=[N:24][CH:23]=[N:22][CH:21]=3)=[CH:17][CH:16]=2)[CH2:28][CH2:27]1 |f:1.2|. Procedure details: To a stirred solution of 4-{[6-cyclopropyl-3-(pyrimidin-5-ylamino)-pyridine-2-carbonyl]-amino}-1-methyl-1H-pyrazole-3-carboxylic acid methyl ester (example 27, step 4; 300 mg, 0.76 mmol) in MeOH (7 ml) was added a solution of NaOH (49 mg, 1.2 mmol) in water (2 ml) while keeping the internal bath temperature below 5° C. The reaction mixture was stirred for 12 h at rt, then concentrated. The residue was dissolved in water (10 ml), and the aqueous layer was washed with EtOAc. The aqueous phase was ...